This data is from the Open Reaction Database (ORD), a public repository of structured organic reaction records. The task is: describe an organic reaction: reactants, conditions, products, and yield Starting materials: C(C)(=O)N1C(C(C2=CC=C(C=C12)C(=O)OC)=C(C1=CC=CC=C1)OCC)=O (1-acetyl-3-(1-ethoxy-1-phenylmethylene)-6-methoxycarbonyl-2-indolinone), CN(CCN(C1=CC=C(C=C1)N)S(=O)(=O)CCCC)C (N-(2-dimethylamino-ethyl)-N-butylsulphonyl-p-phenylenediamine). Yields the product CN(CCN(S(=O)(=O)CCCC)C1=CC=C(N\C(\C2=CC=CC=C2)=C\2/C(NC3=CC(=CC=C23)C(=O)OC)=O)C=C1)C (3-Z-[1-(4-(N-(2-dimethylamino-ethyl)-N-butylsulphonyl-amino)-anilino)-1-phenyl-methylene]-6-methoxycarbonyl-2-indolinone). As a reaction SMILES: C([N:4]1[C:12]2[C:7](=[CH:8][CH:9]=[C:10]([C:13]([O:15][CH3:16])=[O:14])[CH:11]=2)[C:6](=[C:17](OCC)[C:18]2[CH:23]=[CH:22][CH:21]=[CH:20][CH:19]=2)[C:5]1=[O:27])(=O)C.[CH3:28][N:29]([CH3:47])[CH2:30][CH2:31][N:32]([S:40]([CH2:43][CH2:44][CH2:45][CH3:46])(=[O:42])=[O:41])[C:33]1[CH:38]=[CH:37][C:36]([NH2:39])=[CH:35][CH:34]=1>>[CH3:28][N:29]([CH3:47])[CH2:30][CH2:31][N:32]([C:33]1[CH:34]=[CH:35][C:36]([NH:39]/[C:17](=[C:6]2\[C:5](=[O:27])[NH:4][C:12]3[C:7]\2=[CH:8][CH:9]=[C:10]([C:13]([O:15][CH3:16])=[O:14])[CH:11]=3)/[C:18]2[CH:23]=[CH:22][CH:21]=[CH:20][CH:19]=2)=[CH:37][CH:38]=1)[S:40]([CH2:43][CH2:44][CH2:45][CH3:46])(=[O:42])=[O:41]. Reported procedure: Prepared from 1-acetyl-3-(1-ethoxy-1-phenylmethylene)-6-methoxycarbonyl-2-indolinone and N-(2-dimethylamino-ethyl)-N-butylsulphonyl-p-phenylenediamine Rf value: 0.5 (silica gel, methylene chloride/methanol=9:1) C31H36N4O5S Reactants: C(C)OC(C(CC1=CC=C(C=C1)O)(OC1=CC=C(C=C1)OC)C)=O (3-(4-hydroxyphenyl)-2-methyl-2-(4-methoxyphenoxy)-propionic acid ethyl ester), CC1=C(N=C(O1)C=1SC=CC1)CCOS(=O)(=O)C1=CC=C(C=C1)C (toluene-4-sulfonic acid 2-(5-methyl-2-thiophen-2-yl-oxazol-4-yl)-ethyl ester). Yields the product C(C)OC(C(CC1=CC=C(C=C1)OCCC=1N=C(OC1C)C=1SC=CC1)(OC1=CC=C(C=C1)OC)C)=O (2-Methyl-3-{4-[2-(5-methyl-2-thiophen-2-yl-oxazol-4-yl)-ethoxy]-phenyl}-2-(4-methoxyphenoxy)-propionic acid ethyl ester). Yield: 86.0%. As a reaction SMILES: [CH2:1]([O:3][C:4](=[O:24])[C:5]([CH3:23])([O:14][C:15]1[CH:20]=[CH:19][C:18]([O:21][CH3:22])=[CH:17][CH:16]=1)[CH2:6][C:7]1[CH:12]=[CH:11][C:10]([OH:13])=[CH:9][CH:8]=1)[CH3:2].[CH3:25][C:26]1[O:30][C:29]([C:31]2[S:32][CH:33]=[CH:34][CH:35]=2)=[N:28][C:27]=1[CH2:36][CH2:37]OS(C1C=CC(C)=CC=1)(=O)=O>>[CH2:1]([O:3][C:4](=[O:24])[C:5]([CH3:23])([O:14][C:15]1[CH:16]=[CH:17][C:18]([O:21][CH3:22])=[CH:19][CH:20]=1)[CH2:6][C:7]1[CH:8]=[CH:9][C:10]([O:13][CH2:37][CH2:36][C:27]2[N:28]=[C:29]([C:31]3[S:32][CH:33]=[CH:34][CH:35]=3)[O:30][C:26]=2[CH3:25])=[CH:11][CH:12]=1)[CH3:2]. Procedure details: Prepared from 3-(4-hydroxyphenyl)-2-methyl-2-(4-methoxyphenoxy)-propionic acid ethyl ester and toluene-4-sulfonic acid 2-(5-methyl-2-thiophen-2-yl-oxazol-4-yl)-ethyl ester to produce a colorless oil (86%). 1H NMR (300 MHz, CDCl3): δ 7.57 (d, 1H, J=3.5), 7.36 (d, 1H, J=5.1), 7.15 (d, 2H, J=8.6), 7.07 (dd, 1H, J=5.1, 3.5), 6.81 (d, 2H, J=6.6), 6.78 (d, 2H, J=8.6), 6.71 (d, 2H, J=6.6), 4.21 (q, 2H, J=7.2), 4.20 (t, 2H, J=6.4), 3.74 (s, 3H), 3.21 (d, 1H, J=13.7), 3.08 (d, 1H, J=13.7), 2.95 (t, 2H, J...